Dataset: the Open Reaction Database (ORD), a public repository of structured organic reaction records. Task: describe an organic reaction: reactants, conditions, products, and yield The reactants are COC(N(C)C)OC (Dimethylformamide dimethylacetal), C(C)OC(=O)C=1C=CN2N=C(N(C(C21)=O)CC2=CC=CC=C2)C (3-benzyl-2-methyl-4-oxo-3,4-dihydro-pyrrolo[2,1-f][1,2,4]triazine-5-carboxylic acid ethyl ester). Solvent: CN(C)C=O (DMF). Run at temperature 140 celsius. Yields the product COC(=O)C=1C=CN2N=C(N(C(C21)=O)CC2=CC=CC=C2)C=CN(C)C (3-Benzyl-2-(2-dimethylamino-vinyl)-4-oxo-3,4-dihydro-pyrrolo[2,1-f][1,2,4]triazine-5-carboxylic acid methyl ester). The yield is 88.1%. Reaction SMILES: CO[CH:3](OC)[N:4]([CH3:6])[CH3:5].[CH2:9]([O:11][C:12]([C:14]1[CH:15]=[CH:16][N:17]2[C:22]=1[C:21](=[O:23])[N:20]([CH2:24][C:25]1[CH:30]=[CH:29][CH:28]=[CH:27][CH:26]=1)[C:19]([CH3:31])=[N:18]2)=[O:13])C>CN(C=O)C>[CH3:9][O:11][C:12]([C:14]1[CH:15]=[CH:16][N:17]2[C:22]=1[C:21](=[O:23])[N:20]([CH2:24][C:25]1[CH:26]=[CH:27][CH:28]=[CH:29][CH:30]=1)[C:19]([CH:31]=[CH:3][N:4]([CH3:6])[CH3:5])=[N:18]2)=[O:13]. Procedure details: Dimethylformamide dimethylacetal (0.625 ml, 4.75 mmol) was added to a solution of 3-benzyl-2-methyl-4-oxo-3,4-dihydro-pyrrolo[2,1-f][1,2,4]triazine-5-carboxylic acid ethyl ester (0.18 g, 0.58 mmol) in DMF (1.0 mL) with 4 Å molecular sieves and the reaction mixture was heated to 140° C. in a sealed tube for 16 h. The reaction mixture was concentrated in vacuo, diluted with EtOAc (50 ml), the organic layer washed with LiCl (10%, 3×50 mL), dried (Na2SO4), filtered and concentrated in vacuo to affor... Reactants: ClCCCCN1C=NC2=C1C=CC=C2 (1-(4-chlorobutyl)-1H-benzimidazole), C1(CCCCC1)N1CCNCC1 (4-(1-cyclohexyl) piperazine), C(C)(C)N(CC)C(C)C (diisopropylethylamine), [I-].[K+] (potassium iodide). Run at time 10 minute. Procedure details: 1-(4-chlorobutyl)-1H-benzimidazole (7.51 g, 0.036 mol) was dissolved into 100 ml of acetonitrile, 4-(1-cyclohexyl) piperazine (5.1 g, 0.03 mol), diisopropylethylamine (15.5 g, 0.12 mol) and potassium iodide (5.0 g, 0.03 mol) were respectively added. The mixture was stirred for 10 min at ambient temperature, and then heated and refluxed to react for 20 hours. The mixture was cooled down to ambient temperature and filtered. The filtrate was concentrated to produce oily products, and treated by chr... RXN SMILES: Cl[CH2:2][CH2:3][CH2:4][CH2:5][N:6]1[C:10]2[CH:11]=[CH:12][CH:13]=[CH:14][C:9]=2[N:8]=[CH:7]1.[CH:15]1([N:21]2[CH2:26][CH2:25][NH:24][CH2:23][CH2:22]2)[CH2:20][CH2:19][CH2:18][CH2:17][CH2:16]1.C(N(C(C)C)CC)(C)C.[I-].[K+]>C(#N)C>[CH:15]1([N:21]2[CH2:26][CH2:25][N:24]([CH2:2][CH2:3][CH2:4][CH2:5][N:6]3[C:10]4[CH:11]=[CH:12][CH:13]=[CH:14][C:9]=4[N:8]=[CH:7]3)[CH2:23][CH2:22]2)[CH2:20][CH2:19][CH2:18][CH2:17][CH2:16]1 |f:3.4|. The product is C1(CCCCC1)N1CCN(CC1)CCCCN1C=NC2=C1C=CC=C2 (1-(4-(4-(1-cyclohexyl)piperazine-1-yl)butyl)-1H-benzimidazole). Run in C(C)#N (acetonitrile). Isolated yield 62.7%. Reactants: CC1CN(C(=O)c2ccccc2)CCN1, [K+], O=C([O-])C(=O)c1c[nH]c2cnccc12. Product: CC1CN(C(=O)c2ccccc2)CCN1C(=O)C(=O)c1c[nH]c2cnccc12. RXN SMILES: [C:16]([c:17]1[cH:18][cH:19][cH:20][cH:21][cH:22]1)(=[O:23])[N:24]1[CH2:25][CH:26]([CH3:30])[NH:27][CH2:28][CH2:29]1.[K+:15].[nH:1]1[cH:2][c:3]([C:10]([C:11](=[O:12])[O-:13])=[O:14])[c:4]2[cH:5][cH:6][n:7][cH:8][c:9]12>>[nH:1]1[cH:2][c:3]([C:10]([C:11](=[O:13])[N:27]2[CH:26]([CH3:30])[CH2:25][N:24]([C:16]([c:17]3[cH:18][cH:19][cH:20][cH:21][cH:22]3)=[O:23])[CH2:29][CH2:28]2)=[O:14])[c:4]2[cH:5][cH:6][n:7][cH:8][c:9]12. Starting materials: BrCCOC1=C(C=C(C=C1)C1=NC2=CC(=CC(=C2C(N1)=O)OC)OC)C (2-[4-(2-bromo-ethoxy)-3-methyl-phenyl]-5,7-dimethoxy-3H-quinazolin-4-one), N1CCCC1 (pyrrolidine). Solvent: CN(C)C=O (DMF). Reaction conditions: time 20 hour. Product: COC1=C2C(NC(=NC2=CC(=C1)OC)C1=CC(=C(C=C1)OCCN1CCCC1)C)=O (5,7-Dimethoxy-2-(3-methyl-4-(2-(pyrrolidin-1-yl)ethoxy)phenyl)quinazolin-4(3H)-one). Reaction SMILES: Br[CH2:2][CH2:3][O:4][C:5]1[CH:10]=[CH:9][C:8]([C:11]2[NH:20][C:19](=[O:21])[C:18]3[C:13](=[CH:14][C:15]([O:24][CH3:25])=[CH:16][C:17]=3[O:22][CH3:23])[N:12]=2)=[CH:7][C:6]=1[CH3:26].[NH:27]1[CH2:31][CH2:30][CH2:29][CH2:28]1>CN(C=O)C>[CH3:23][O:22][C:17]1[CH:16]=[C:15]([O:24][CH3:25])[CH:14]=[C:13]2[C:18]=1[C:19](=[O:21])[NH:20][C:11]([C:8]1[CH:9]=[CH:10][C:5]([O:4][CH2:3][CH2:2][N:27]3[CH2:31][CH2:30][CH2:29][CH2:28]3)=[C:6]([CH3:26])[CH:7]=1)=[N:12]2. Procedure details: To a suspension of 2-[4-(2-bromo-ethoxy)-3-methyl-phenyl]-5,7-dimethoxy-3H-quinazolin-4-one (0.70 g, 1.67 mmol) in anhydrous DMF (9 mL) was added pyrrolidine (0.55 mL, 6.68 mmol) and the reaction mixture was stirred at room temperature under nitrogen for 20 hours. Solvent was removed under reduced pressure and the residue was purified by column chromatography (silica gel 230-400 mesh; 9% methanol in dichloromethane as eluent) to give the title compound as an off-white solid. Yield: 0.62 g (90.6%... Starting materials: O=C1N(C=CC=C1)C1=CC(C(C2=CC=C(C=C12)C#C)=O)(C)C (1,2dihydro-4-(1,2-dihydro-2-oxo-1-pyridyl)-2,2-dimethyl-6-ethynylnaphthalen-1-one). The reagents and catalysts are [Pd] (Pd/C). Run in C(C)(=O)OCC (ethyl acetate). Reaction conditions: time 2 hour. Yields the product O=C1N(C=CC=C1)C1=CC(C(C2=CC=C(C=C12)CC)=O)(C)C (1,2-dihydro-4-(1,2-dihydro-2-oxo-1-pyridyl)-2,2-dimethyl-6-ethylnaphthalen-1-one), solid. Yield: 74.0%. Reaction SMILES: [O:1]=[C:2]1[CH:7]=[CH:6][CH:5]=[CH:4][N:3]1[C:8]1[C:17]2[C:12](=[CH:13][CH:14]=[C:15]([C:18]#[CH:19])[CH:16]=2)[C:11](=[O:20])[C:10]([CH3:22])([CH3:21])[CH:9]=1>C(OCC)(=O)C.[Pd]>[O:1]=[C:2]1[CH:7]=[CH:6][CH:5]=[CH:4][N:3]1[C:8]1[C:17]2[C:12](=[CH:13][CH:14]=[C:15]([CH2:18][CH3:19])[CH:16]=2)[C:11](=[O:20])[C:10]([CH3:21])([CH3:22])[CH:9]=1. Procedure: To a solution of 0.15 g (0.51 mol) of the product obtained in example 50 in 9 mL ethyl acetate, were added 0.03 g of 5% Pd/C and the mixture was hydrogenated at atmospheric pressure for 2 h. After filtration, the solvent was removed, affording 0.110 g of the title compound of this example as a white solid (yield: 74%). The reactants are [N+](=O)([O-])C1=C(C=CC(=C1)[N+](=O)[O-])Cl (2,4-dinitrochlorobenzene), NC(=S)N (thiourea), O (water). The solvent is S1(=O)(=O)CCCC1 (sulpholane). Conditions: time 12 hour. Product: NC=1SC2=C(N1)C=C(C=C2)[N+](=O)[O-] (2-amino-5-nitrobenzothiazole). RXN SMILES: [N+:1]([C:4]1[CH:9]=[C:8]([N+:10]([O-:12])=[O:11])[CH:7]=[CH:6][C:5]=1Cl)([O-])=O.[NH2:14][C:15](N)=[S:16].O>S1(CCCC1)(=O)=O>[NH2:14][C:15]1[S:16][C:5]2[CH:6]=[CH:7][C:8]([N+:10]([O-:12])=[O:11])=[CH:9][C:4]=2[N:1]=1. Reported procedure: A suspension of 10.13 g of 2,4-dinitrochlorobenzene and 15.2 g of thiourea in 50 ml of sulpholane (tetrahydrothiophene 1,1-dioxide) is stirred at 110° to 120° C. for 12 hours. After cooling, the mixture is thoroughly stirred with 800 ml of water, and the solid is filtered off with suction and washed with water. After drying, 11.2 g of a yellow powder which, according to HPLC analysis (high pressure liquid chromatography), contains 69.5% of 2-amino-5-nitrobenzothiazole (corresponding to 80% of th...